This data is from the Open Reaction Database (ORD), a public repository of structured organic reaction records. The task is: describe an organic reaction: reactants, conditions, products, and yield The reactants are BrC(Br)(Br)Br, CCCCCCn1c(=O)c(CO)c(OC)c2cc(C)ccc21, ClCCl, c1ccc(P(c2ccccc2)c2ccccc2)cc1. Yields the product CCCCCCn1c(=O)c(CBr)c(OC)c2cc(C)ccc21. RXN SMILES: [C:23]([Br:24])([Br:25])([Br:26])[Br:27].[CH2:1]([CH2:2][CH2:3][CH2:4][CH2:5][CH3:6])[n:7]1[c:8](=[O:22])[c:9]([CH2:20][OH:21])[c:10]([O:18][CH3:19])[c:11]2[cH:12][c:13]([CH3:17])[cH:14][cH:15][c:16]12.[CH2:47]([Cl:48])[Cl:49].[c:28]1([P:29]([c:30]2[cH:31][cH:32][cH:33][cH:34][cH:35]2)[c:36]2[cH:37][cH:38][cH:39][cH:40][cH:41]2)[cH:42][cH:43][cH:44][cH:45][cH:46]1>>[CH2:1]([CH2:2][CH2:3][CH2:4][CH2:5][CH3:6])[n:7]1[c:8](=[O:22])[c:9]([CH2:20][Br:24])[c:10]([O:18][CH3:19])[c:11]2[cH:12][c:13]([CH3:17])[cH:14][cH:15][c:16]12. Starting materials: CC(=O)CCCC#N, CCOC(=O)CC#N, CC(=O)O, CC(=O)[O-], Cc1ccccc1, [NH4+]. Product: CCOC(=O)C(C#N)=C(C)CCCC#N. Reaction SMILES: [C:1](#[N:2])[CH2:3][CH2:4][CH2:5][C:6](=[O:7])[CH3:8].[C:9](#[N:10])[CH2:11][C:12](=[O:13])[O:14][CH2:15][CH3:16].[CH3:17][C:18](=[O:19])[OH:20].[CH3:22][C:23](=[O:24])[O-:25].[CH3:26][c:27]1[cH:28][cH:29][cH:30][cH:31][cH:32]1.[NH4+:21]>>[C:1](#[N:2])[CH2:3][CH2:4][CH2:5][C:6]([CH3:8])=[C:11]([C:9]#[N:10])[C:12](=[O:13])[O:14][CH2:15][CH3:16]. The reactants are C([O-])([O-])=O.[K+].[K+] (potassium carbonate), NOS(=O)(=O)C1=C(C=C(C=C1C)C)C (1-aminooxysulfonyl-2,4,6-trimethylbenzene), ClC1=CC=C(C2=C1CC(O2)(C)C)N2C(NC(=CC2=O)C(F)(F)F)=O (3-(4-chloro-2,3-dihydro-2,2-dimethylbenzofuran-7-yl)-6-trifluoromethyluracil), CI (methyl iodide), C([O-])([O-])=O.[K+].[K+] (potassium carbonate). Run in O (water), O1CCCC1 (tetrahydrofuran). Product: NN1C(=O)N(C(=O)C=C1C(F)(F)F)C1=CC=C(C=2CC(OC21)(C)C)Cl (1-amino-3-(4-chloro-2,3-dihydro-2,2-dimethylbenzofuran- 7-yl)-6-trifluoromethyluracil). Isolated yield 88.7%. RXN SMILES: [Cl:1][C:2]1[C:7]2[CH2:8][C:9]([CH3:12])([CH3:11])[O:10][C:6]=2[C:5]([N:13]2[C:18](=[O:19])[CH:17]=[C:16]([C:20]([F:23])([F:22])[F:21])[NH:15][C:14]2=[O:24])=[CH:4][CH:3]=1.CI.C(=O)([O-])[O-].[K+].[K+].[NH2:33]OS(C1C(C)=CC(C)=CC=1C)(=O)=O>O1CCCC1.O>[NH2:33][N:15]1[C:16]([C:20]([F:23])([F:22])[F:21])=[CH:17][C:18](=[O:19])[N:13]([C:5]2[C:6]3[O:10][C:9]([CH3:11])([CH3:12])[CH2:8][C:7]=3[C:2]([Cl:1])=[CH:3][CH:4]=2)[C:14]1=[O:24] |f:2.3.4|. Procedure: A solution of 1.0 gram (0.003 mole) of 3-(4-chloro-2,3-dihydro-2,2-dimethylbenzofuran-7-yl)-6-trifluoromethyluracil (prepared in a manner analogous to that of Example 1, Step G, except that methyl iodide and potassium carbonate were not used) in 30 mL of tetrahydrofuran was stirred, and 0.5 gram (0.003 mole) of potassium carbonate, then 0.7 gram (0.003 mole) of 1-aminooxysulfonyl-2,4,6-trimethylbenzene were added. Upon completion of the addition, the reaction mixture was stirred for one hour and... Starting materials: CCCCC=CCCCC(OC(C)=O)OC(C)=O, CCCCC=CCCCC. Yields the product CCCCC=CCCCCOC(C)=O. RXN SMILES: [C:11]([CH3:12])(=[O:13])[O:14][CH:15]([CH2:16][CH2:17][CH2:18][CH:19]=[CH:20][CH2:21][CH2:22][CH2:23][CH3:24])[O:25][C:26](=[O:27])[CH3:28].[CH3:1][CH2:2][CH2:3][CH2:4][CH:5]=[CH:6][CH2:7][CH2:8][CH2:9][CH3:10]>>[C:11]([CH3:12])(=[O:13])[O:14][CH2:15][CH2:16][CH2:17][CH2:18][CH:19]=[CH:20][CH2:21][CH2:22][CH2:23][CH3:24]. The reactants are C(C)(C)(C)OC(NC1=C(C=C(C=C1)C#CC1=CC=CC=C1)NC(CC(=O)C1=CC(=CC=C1)I)=O)=O ({2-[3-(3-iodo-phenyl)-3-oxo-propionylamino]-4-phenylethynyl-phenyl}-carbamic acid tert.-butyl ester), C(=O)(C(F)(F)F)O (TFA). Solvent: C(Cl)Cl (CH2Cl2). The product is IC=1C=C(C=CC1)C1=NC2=C(NC(C1)=O)C=C(C=C2)C#CC2=CC=CC=C2 (4-(3-Iodo-phenyl)-8-phenylethynyl-1,3-dihydro-benzo[b][1,4]diazepin-2-one). The yield is 78.2%. RXN SMILES: C(OC(=O)[NH:7][C:8]1[CH:13]=[CH:12][C:11]([C:14]#[C:15][C:16]2[CH:21]=[CH:20][CH:19]=[CH:18][CH:17]=2)=[CH:10][C:9]=1[NH:22][C:23](=[O:34])[CH2:24][C:25]([C:27]1[CH:32]=[CH:31][CH:30]=[C:29]([I:33])[CH:28]=1)=O)(C)(C)C.C(O)(C(F)(F)F)=O>C(Cl)Cl>[I:33][C:29]1[CH:28]=[C:27]([C:25]2[CH2:24][C:23](=[O:34])[NH:22][C:9]3[CH:10]=[C:11]([C:14]#[C:15][C:16]4[CH:21]=[CH:20][CH:19]=[CH:18][CH:17]=4)[CH:12]=[CH:13][C:8]=3[N:7]=2)[CH:32]=[CH:31][CH:30]=1. Procedure details: Prepared from {2-[3-(3-iodo-phenyl)-3-oxo-propionylamino]-4-phenylethynyl-phenyl}-carbamic acid tert.-butyl ester (Example K7) (871 mg, 1.5 mmol) by treatment with TFA in CH2Cl2 according to the general procedure M. Obtained as a light yellow solid (542 mg).